From a dataset of the Open Reaction Database (ORD), a public repository of structured organic reaction records. describe an organic reaction: reactants, conditions, products, and yield Reactants: C=CCCc1ncc(-c2ccnc(Nc3ccc(S(=O)(=O)N(CCOC)COCC[Si](C)(C)C)cc3)n2)n1CCC, [Cs+], [F-], CN(C)C=O, O. The product is C=CCCc1ncc(-c2ccnc(Nc3ccc(S(=O)(=O)NCCOC)cc3)n2)n1CCC. RXN SMILES: [CH2:3]([CH2:4][CH:5]=[CH2:6])[c:7]1[n:8]([CH2:41][CH2:42][CH3:43])[c:9](-[c:12]2[n:13][c:14]([NH:18][c:19]3[cH:20][cH:21][c:22]([S:25]([N:26]([CH2:27][O:28][CH2:29][CH2:30][Si:31]([CH3:32])([CH3:33])[CH3:34])[CH2:35][CH2:36][O:37][CH3:38])(=[O:39])=[O:40])[cH:23][cH:24]3)[n:15][cH:16][cH:17]2)[cH:10][n:11]1.[Cs+:2].[F-:1].[O:44]=[CH:45][N:46]([CH3:47])[CH3:48].[OH2:49]>>[CH2:3]([CH2:4][CH:5]=[CH2:6])[c:7]1[n:8]([CH2:41][CH2:42][CH3:43])[c:9](-[c:12]2[n:13][c:14]([NH:18][c:19]3[cH:20][cH:21][c:22]([S:25]([NH:26][CH2:35][CH2:36][O:37][CH3:38])(=[O:39])=[O:40])[cH:23][cH:24]3)[n:15][cH:16][cH:17]2)[cH:10][n:11]1. The reactants are NC=1C(=C(C(=O)[O-])C=C(C1)F)Br (3-amino-2-bromo-5-fluorobenzoate), CO (MeOH), [H][H] (hydrogen). Reagents/catalysts: [Pd] (Pd/C). The product is NC=1C=C(C(=O)OC)C=C(C1)F (methyl 3-amino-5-fluorobenzoate). Yield: 88.0%. Reaction SMILES: [NH2:1][C:2]1[C:3](Br)=[C:4]([CH:8]=[C:9]([F:11])[CH:10]=1)[C:5]([O-:7])=[O:6].[H][H].[CH3:15]O>[Pd]>[NH2:1][C:2]1[CH:3]=[C:4]([CH:8]=[C:9]([F:11])[CH:10]=1)[C:5]([O:7][CH3:15])=[O:6]. Procedure: To a solution of 3-amino-2-bromo-5-fluorobenzoate (2.48 g, 10 mmol) in MeOH (80 mL) was added Pd/C (0.5 g, 5%, 50% water), the mixture was stirred at atmosphere of hydrogen for about 6.0 h. Then the mixture was filtered, washed with MeOH (10 mL). The filtrate was concentrated and recrystallized with MeOH (2.5 mL) to afford methyl 3-amino-5-fluorobenzoate (1.48 g, 88%) as a brown solid. 1H NMR (DMSO-d6) δ 7.04 (t, 1H, J=1.8 Hz), 6.74-6.76 (m, 1H), 6.55-6.80 (m, 1H), 6.58 (m, 1H), 3.82 (s, 3H). Starting materials: C(C)(C)OC(=O)C=1N=CC=2NC3=CC=C4C(=C3C2C1CC)N=C(S4)N (2-amino-10-ethyl-thiazolo[4,5-g]-β-carboline-9-carboxylic acid isopropyl ester), C(C)(=O)OC(C)=O (acetic anhydride). Product: C(C)(C)OC(=O)C=1N=CC=2NC3=CC=C4C(=C3C2C1CC)N=C(S4)NC(C)=O (2-acetamido-10-ethyl-thiazolo[4,5-g]-β-carboline-9-carboxylic acid isopropyl ester). As a reaction SMILES: [CH:1]([O:4][C:5]([C:7]1[N:8]=[CH:9][C:10]2[NH:11][C:12]3[C:17]([C:18]=2[C:19]=1[CH2:20][CH3:21])=[C:16]1[N:22]=[C:23]([NH2:25])[S:24][C:15]1=[CH:14][CH:13]=3)=[O:6])([CH3:3])[CH3:2].[C:26](OC(=O)C)(=[O:28])[CH3:27]>>[CH:1]([O:4][C:5]([C:7]1[N:8]=[CH:9][C:10]2[NH:11][C:12]3[C:17]([C:18]=2[C:19]=1[CH2:20][CH3:21])=[C:16]1[N:22]=[C:23]([NH:25][C:26](=[O:28])[CH3:27])[S:24][C:15]1=[CH:14][CH:13]=3)=[O:6])([CH3:2])[CH3:3]. Procedure details: 100 mg of 2-amino-10-ethyl-thiazolo[4,5-g]-β-carboline-9-carboxylic acid isopropyl ester is suspended in 10 ml of acetic anhydride and heated for 15 minutes to 80° C. After cooling, the settled precipitate is filtered off and recrystallized from ethyl acetate. 51 mg of 2-acetamido-10-ethyl-thiazolo[4,5-g]-β-carboline-9-carboxylic acid isopropyl ester with a melting point of 208-210° C. is obtained. The solvent is ClCCl (dichloromethane). Starting materials: CC1=C(C=CC=C1)S(=O)(=O)N1CCCC(C2=C1C=CC=C2)=O (1,2,3,4-tetrahydro-1-[(2-methylphenyl)sulfonyl]-5H-1-benzazepin-5-one), C(C)(C)(C)OC(N(C)C)N(C)C (tert-butoxy-bis(dimethylamino)methane). Procedure: A mixture of 1.89 g of 1,2,3,4-tetrahydro-1-[(2-methylphenyl)sulfonyl]-5H-1-benzazepin-5-one and 2.47 ml of tert-butoxy-bis(dimethylamino)methane (Bredericks reagent) in 10 ml of dichloromethane is heated under argon on a steam bath for 16 hours. The mixture is concentrated to dryness under vacuum and the residue dissolved in CH2Cl2. The solution is filtered through a thin pad of hydrous magnesium silicate and the pad washed with 5% ethyl acetate in CH2Cl2. The filtrate is concentrated to drynes... As a reaction SMILES: [CH3:1][C:2]1[CH:7]=[CH:6][CH:5]=[CH:4][C:3]=1[S:8]([N:11]1[C:17]2[CH:18]=[CH:19][CH:20]=[CH:21][C:16]=2[C:15](=[O:22])[CH2:14][CH2:13][CH2:12]1)(=[O:10])=[O:9].C(O[CH:28](N(C)C)[N:29]([CH3:31])[CH3:30])(C)(C)C>ClCCl>[CH3:28][N:29]([CH:31]=[C:14]1[C:15](=[O:22])[C:16]2[CH:21]=[CH:20][CH:19]=[CH:18][C:17]=2[N:11]([S:8]([C:3]2[CH:4]=[CH:5][CH:6]=[CH:7][C:2]=2[CH3:1])(=[O:10])=[O:9])[CH2:12][CH2:13]1)[CH3:30]. Yields the product CN(C)C=C1CCN(C2=C(C1=O)C=CC=C2)S(=O)(=O)C2=C(C=CC=C2)C (4-[(Dimethylamino)methylene]-1,2,3,4-tetrahydro-1-[(2-methylphenyl)sulfonyl]-5H-1-benzazepin-5-one).